This data is from the Open Reaction Database (ORD), a public repository of structured organic reaction records. The task is: describe an organic reaction: reactants, conditions, products, and yield The reactants are C1COCCOCCOCCOCCOCCO1, Cc1ccccc1, CN(C)C=O, NC(=O)CCl, O=C(O)c1c(Cl)ccc(Cl)c1Cl, [K+], [OH-]. Yields the product NC(=O)COC(=O)c1c(Cl)ccc(Cl)c1Cl. Reaction SMILES: [CH2:20]1[O:21][CH2:22][CH2:23][O:24][CH2:25][CH2:26][O:27][CH2:28][CH2:29][O:30][CH2:31][CH2:32][O:33][CH2:34][CH2:35][O:36][CH2:37]1.[CH3:38][c:39]1[cH:40][cH:41][cH:42][cH:43][cH:44]1.[CH3:45][N:46]([CH3:47])[CH:48]=[O:49].[Cl:15][CH2:16][C:17](=[O:18])[NH2:19].[Cl:1][c:2]1[c:3]([C:4](=[O:5])[OH:6])[c:7]([Cl:12])[cH:8][cH:9][c:10]1[Cl:11].[K+:14].[OH-:13]>>[Cl:1][c:2]1[c:3]([C:4](=[O:5])[O:6][CH2:16][C:17](=[O:18])[NH2:19])[c:7]([Cl:12])[cH:8][cH:9][c:10]1[Cl:11]. The reactants are C1CCOC1, Cc1ccc(N)cc1-c1ccc2[nH]c3ncncc3c2c1, CO, CCN(C(C)C)C(C)C, O=C=Nc1cccc(C(F)(F)F)c1. The product is Cc1ccc(NC(=O)Nc2cccc(C(F)(F)F)c2)cc1-c1ccc2[nH]c3ncncc3c2c1. RXN SMILES: [CH2:44]1[O:45][CH2:46][CH2:47][CH2:48]1.[CH3:14][c:15]1[c:16](-[c:22]2[cH:23][c:24]3[c:25]4[c:26]([nH:27][c:28]3[cH:29][cH:30]2)[n:31][cH:32][n:33][cH:34]4)[cH:17][c:18]([NH2:19])[cH:20][cH:21]1.[CH3:49][OH:50].[CH:35]([N:36]([CH2:37][CH3:38])[CH:39]([CH3:40])[CH3:41])([CH3:42])[CH3:43].[N:1](=[C:2]=[O:3])[c:4]1[cH:5][c:6]([C:10]([F:11])([F:12])[F:13])[cH:7][cH:8][cH:9]1>>[NH:1]([C:2](=[O:3])[NH:19][c:18]1[cH:17][c:16](-[c:22]2[cH:23][c:24]3[c:25]4[c:26]([nH:27][c:28]3[cH:29][cH:30]2)[n:31][cH:32][n:33][cH:34]4)[c:15]([CH3:14])[cH:21][cH:20]1)[c:4]1[cH:5][c:6]([C:10]([F:11])([F:12])[F:13])[cH:7][cH:8][cH:9]1. Starting materials: CNCCN(C)C1COc2ccccc2-c2c(C3CCCCC3)c3ccc(C(=O)OC)cc3n2C1, CCN(C(C)C)C(C)C, NS(=O)(=O)CCCC(=O)O, CN(C)C=O, On1nnc2ccccc21. Product: COC(=O)c1ccc2c(C3CCCCC3)c3n(c2c1)CC(N(C)CCN(C)C(=O)CCCS(N)(=O)=O)COc1ccccc1-3. Reaction SMILES: [CH3:30][O:31][C:32](=[O:33])[c:34]1[cH:35][cH:36][c:37]2[c:38]([CH:59]3[CH2:60][CH2:61][CH2:62][CH2:63][CH2:64]3)[c:39]3[n:40]([c:57]2[cH:58]1)[CH2:41][CH:42]([N:51]([CH2:52][CH2:53][NH:54][CH3:55])[CH3:56])[CH2:43][O:44][c:45]1[c:46]-3[cH:47][cH:48][cH:49][cH:50]1.[CH:11]([N:12]([CH2:13][CH3:14])[CH:15]([CH3:16])[CH3:17])([CH3:18])[CH3:19].[NH2:1][S:2](=[O:3])(=[O:4])[CH2:5][CH2:6][CH2:7][C:8](=[O:9])[OH:10].[O:65]=[CH:66][N:67]([CH3:68])[CH3:69].[OH:20][n:21]1[c:22]2[c:23]([cH:24][cH:25][cH:26][cH:27]2)[n:28][n:29]1>>[NH2:1][S:2](=[O:3])(=[O:4])[CH2:5][CH2:6][CH2:7][C:8](=[O:10])[N:54]([CH2:53][CH2:52][N:51]([CH:42]1[CH2:41][n:40]2[c:39]([c:38]([CH:59]3[CH2:60][CH2:61][CH2:62][CH2:63][CH2:64]3)[c:37]3[cH:36][cH:35][c:34]([C:32]([O:31][CH3:30])=[O:33])[cH:58][c:57]32)-[c:46]2[c:45]([cH:50][cH:49][cH:48][cH:47]2)[O:44][CH2:43]1)[CH3:56])[CH3:55]. Starting materials: FC(C=1C=C(C=CC1)C=CC1=[N+](C=CC=C1)[O-])(F)F (2-[2-(3-trifluoromethyl-phenyl)-vinyl]-pyridine 1-oxide), COS(=O)(=O)OC (dimethylsulfate), [C-]#N.[Na+] (NaCN). The product is FC(C=1C=C(C=CC1)C=CC1=CC=CC(=N1)C#N)(F)F (6-[2-(3-Trifluoromethyl-phenyl)-vinyl]-pyridine-2-carbonitrile). RXN SMILES: [F:1][C:2]([F:19])([F:18])[C:3]1[CH:4]=[C:5]([CH:9]=[CH:10][C:11]2[CH:16]=[CH:15][CH:14]=[CH:13][N+:12]=2[O-])[CH:6]=[CH:7][CH:8]=1.COS(OC)(=O)=O.[C-:27]#[N:28].[Na+]>>[F:1][C:2]([F:19])([F:18])[C:3]1[CH:4]=[C:5]([CH:9]=[CH:10][C:11]2[N:12]=[C:13]([C:27]#[N:28])[CH:14]=[CH:15][CH:16]=2)[CH:6]=[CH:7][CH:8]=1 |f:2.3|. Procedure: Following the general method described in example 2b, 2-[2-(3-trifluoromethyl-phenyl)-vinyl]-pyridine 1-oxide was reacted first with dimethylsulfate and then with NaCN. After extraction and chromatography (SiO2 with CH2Cl2/MeOH=97/3) the title compound was obtained as a yellow oil and directly used in the next step. The reactants are C1OC(C)([C@H]2CC[C@H]3[C@@H]4CC[C@H]5CC(C(C[C@]5(C)[C@H]4C(C[C@]23C)=O)=CO)=O)OC1 (20,20-ethylenedioxy-2-hydroxymethylene-5α-pregnane-3,11-dione). The reagents and catalysts are [Pd] (palladium-on-charcoal). The solvent is C(C)(=O)OCC (ethyl acetate). Conditions: time 2 hour. Product: C1OC(C)([C@H]2CC[C@H]3[C@@H]4CC[C@H]5CC([C@@H](C[C@]5(C)[C@H]4C(C[C@]23C)=O)C)=O)OC1 (20,20-Ethylenedioxy-2α-methyl-5α-pregnane-3,11-dione). Isolated yield 6.0%. Reaction SMILES: [CH2:1]1[CH2:29][O:28][C:3]([C@@H:5]2[C@:22]3([CH3:23])[C@H:8]([C@H:9]4[C@H:19]([C:20](=[O:24])[CH2:21]3)[C@:17]3([CH3:18])[C@H:12]([CH2:13][C:14](=[O:27])[C:15](=[CH:25]O)[CH2:16]3)[CH2:11][CH2:10]4)[CH2:7][CH2:6]2)([CH3:4])[O:2]1>[Pd].C(OCC)(=O)C>[CH2:29]1[CH2:1][O:2][C:3]([C@@H:5]2[C@:22]3([CH3:23])[C@H:8]([C@H:9]4[C@H:19]([C:20](=[O:24])[CH2:21]3)[C@:17]3([CH3:18])[C@H:12]([CH2:13][C:14](=[O:27])[C@H:15]([CH3:25])[CH2:16]3)[CH2:11][CH2:10]4)[CH2:7][CH2:6]2)([CH3:4])[O:28]1. Reported procedure: A mixture of 20,20-ethylenedioxy-2-hydroxymethylene-5α-pregnane-3,11-dione (6 g.), palladium-on-charcoal (10%, 2.5 g.) and ethyl acetate (250 ml.) was shaken under hydrogen for 51/2 hr. The mixture was then filtered through Kieselguhr and the filtrate was evaporated to dryness (6.1 g.) in vacuo. A portion of the residue (3 g.) was subjected to preparative t.l.c. The less polar fraction (0.59 g.) was crystallised from methanol to give title compound (0.35 g.), m.p. 168°-169°. Reactants: C(C)(C)(C)OC(=O)N1C(CC(C1)(F)F)COC1=CC=C(C(=O)OC)C=C1 (methyl 4-[1-(tert-butoxycarbonyl)-4,4-difluoro-2-pyrrolidinylmethoxy]benzoate), C(=O)(C(F)(F)F)O (TFA), C(=O)(O)[O-].[Na+] (NaHCO3). The solvent is C(Cl)Cl (CH2Cl2). Reaction conditions: time 3 hour. Product: FC1(CC(NC1)COC1=CC=C(C(=O)OC)C=C1)F (methyl 4-(4,4-difluoro-2-pyrrolidinylmethoxy)benzoate). The yield is 90.9%. RXN SMILES: C(OC([N:8]1[CH2:12][C:11]([F:14])([F:13])[CH2:10][CH:9]1[CH2:15][O:16][C:17]1[CH:26]=[CH:25][C:20]([C:21]([O:23][CH3:24])=[O:22])=[CH:19][CH:18]=1)=O)(C)(C)C.C(O)(C(F)(F)F)=O.C([O-])(O)=O.[Na+]>C(Cl)Cl>[F:14][C:11]1([F:13])[CH2:12][NH:8][CH:9]([CH2:15][O:16][C:17]2[CH:26]=[CH:25][C:20]([C:21]([O:23][CH3:24])=[O:22])=[CH:19][CH:18]=2)[CH2:10]1 |f:2.3|. Reported procedure: A mixture of methyl 4-[1-(tert-butoxycarbonyl)-4,4-difluoro-2-pyrrolidinylmethoxy]benzoate (830 mg, 2.23 mmol) and TFA (5 ml) in CH2Cl2 (5 ml) was stirred for 3 h and concntrated in vacuo. The residue was made basic with sat. NaHCO3 and extracted with CHCl3 (2×200 ml). The combined extracts were dried over K2CO3 and concntrated in vacuo to give methyl 4-(4,4-difluoro-2-pyrrolidinylmethoxy)benzoate (550 mg, 91%) as a pale yellow solid. 1H-NMR (CDCl3) δ2.19 (m, 1 H), 2.43 (m, 1 H), 3.19-3.41 (m, 2... Reactants: CN (methylamine), C(C1=CC=CC=C1)OC1=CC=C(C=C1)OCCCBr (1-benzyloxy-4-(3-bromopropyloxy)benzene). Solvent: C(C)O (ethanol). Yields the product C(C1=CC=CC=C1)OC1=CC=C(C=C1)OCCCNC (1-benzyloxy-4-(3-methylaminopropoxy)benzene). The yield is 71.0%. Reaction SMILES: [CH3:1][NH2:2].[CH2:3]([O:10][C:11]1[CH:16]=[CH:15][C:14]([O:17][CH2:18][CH2:19][CH2:20]Br)=[CH:13][CH:12]=1)[C:4]1[CH:9]=[CH:8][CH:7]=[CH:6][CH:5]=1>C(O)C>[CH2:3]([O:10][C:11]1[CH:16]=[CH:15][C:14]([O:17][CH2:18][CH2:19][CH2:20][NH:2][CH3:1])=[CH:13][CH:12]=1)[C:4]1[CH:9]=[CH:8][CH:7]=[CH:6][CH:5]=1. Procedure: To 150 ml of ethanol containing methylamine (16 g) was added 1-benzyloxy-4-(3-bromopropyloxy)benzene (14 g). The solution was heated for 12 hours at 100° under nitrogen at 1000 psi. The solvent was evaporated in vacuo and the residue treated with 20% sodium hydroxide to ~pH10. The oil was extracted with ethyl acetate and converted in its hydrochloride salt in the usual manner to give 8.4 g (70%) of 1-benzyloxy-4-(3-methylaminopropoxy)benzene as its hydrochloride salt, mp 202°-204.